Dataset: the Open Reaction Database (ORD), a public repository of structured organic reaction records. Task: describe an organic reaction: reactants, conditions, products, and yield Starting materials: C1CCOC1, COc1cc(N)ccc1-c1nnc(-c2c(-c3ccccc3)noc2C)o1, CN(C)c1ccncc1, CCN(C(C)C)C(C)C, O=C(Cl)C1CC1. The product is COc1cc(NC(=O)C2CC2)ccc1-c1nnc(-c2c(-c3ccccc3)noc2C)o1. Reaction SMILES: [CH2:42]1[O:43][CH2:44][CH2:45][CH2:46]1.[CH3:1][O:2][c:3]1[cH:4][c:5]([NH2:26])[cH:6][cH:7][c:8]1-[c:9]1[o:10][c:11](-[c:14]2[c:15](-[c:20]3[cH:21][cH:22][cH:23][cH:24][cH:25]3)[n:16][o:17][c:18]2[CH3:19])[n:12][n:13]1.[CH3:47][N:48]([CH3:49])[c:50]1[cH:51][cH:52][n:53][cH:54][cH:55]1.[CH:27]([N:28]([CH2:29][CH3:30])[CH:31]([CH3:32])[CH3:33])([CH3:34])[CH3:35].[CH:36]1([C:39](=[O:40])[Cl:41])[CH2:37][CH2:38]1>>[CH3:1][O:2][c:3]1[cH:4][c:5]([NH:26][C:39]([CH:36]2[CH2:37][CH2:38]2)=[O:40])[cH:6][cH:7][c:8]1-[c:9]1[o:10][c:11](-[c:14]2[c:15](-[c:20]3[cH:21][cH:22][cH:23][cH:24][cH:25]3)[n:16][o:17][c:18]2[CH3:19])[n:12][n:13]1. The reactants are CS(C)=O, C[S+](C)(C)=O, [H-], [I-], [Na+], CC(C)(C)OC(=O)N1CCCC(=O)CC1, O. The product is CC(C)(C)OC(=O)N1CCCC2(CC1)CO2. As a reaction SMILES: [CH3:25][S:26]([CH3:27])=[O:28].[CH3:2][S+:3]([CH3:4])([CH3:5])=[O:6].[H-:8].[I-:1].[Na+:7].[O:9]=[C:10]1[CH2:11][CH2:12][N:13]([C:17](=[O:18])[O:19][C:20]([CH3:21])([CH3:22])[CH3:23])[CH2:14][CH2:15][CH2:16]1.[OH2:24]>>[CH2:2]1[O:9][C:10]12[CH2:11][CH2:12][N:13]([C:17](=[O:18])[O:19][C:20]([CH3:21])([CH3:22])[CH3:23])[CH2:14][CH2:15][CH2:16]2. Reactants: [H-].[Na+] (Sodium hydride), C1(=CC=CC=C1)C=1C(NC2=CC=CC=C2C1)=S (3-phenylquinolin-2-thione), Cl.ClCC1N(CCCC1)C (2-chloromethyl-1-methylpiperidine hydrochloride), [H][H] (hydrogen). Solvent: CN(C=O)C (dimethylformamide), O (water). Reaction conditions: time 16 hour. Product: Cl.CN1C(CCCC1)CSC1=NC2=CC=CC=C2C=C1C1=CC=CC=C1 ((1-methyl-2-piperidylmethylthio]-3-phenylquinoline hydrochloride). Reaction SMILES: [H-].[Na+].[C:3]1([C:9]2[C:10](=[S:19])[NH:11][C:12]3[C:17]([CH:18]=2)=[CH:16][CH:15]=[CH:14][CH:13]=3)[CH:8]=[CH:7][CH:6]=[CH:5][CH:4]=1.[H][H].Cl.[Cl:23][CH2:24][CH:25]1[CH2:30][CH2:29][CH2:28][CH2:27][N:26]1[CH3:31]>CN(C)C=O.O>[ClH:23].[CH3:31][N:26]1[CH2:27][CH2:28][CH2:29][CH2:30][CH:25]1[CH2:24][S:19][C:10]1[C:9]([C:3]2[CH:4]=[CH:5][CH:6]=[CH:7][CH:8]=2)=[CH:18][C:17]2[C:12](=[CH:13][CH:14]=[CH:15][CH:16]=2)[N:11]=1 |f:0.1,4.5,8.9|. Procedure details: Sodium hydride (0.96 g. of a 50% w/w dispersion in mineral oil) was added to a solution of 3-phenylquinolin-2-thione (2.37 g.) in dimethylformamide (100 ml.) at ambient temperature. When all the hydrogen had evolved, 2-chloromethyl-1-methylpiperidine hydrochloride (1.84 g.) was added and the mixture was stirred at ambient temperature for 16 hr. The mixture was then poured into water (750 ml.) and extracted with ethyl acetate (2×150 ml.). The ethyl acetate extract was washed with water (2×50 ml.)...